From a dataset of the Open Reaction Database (ORD), a public repository of structured organic reaction records. describe an organic reaction: reactants, conditions, products, and yield The reactants are Cl.C(C)N=C=NCCCN(C)C (1-ethyl-3-(3-dimethylaminopropyl)carbodiimide hydrochloride), N=1C(=CN2C1C=CC=C2)C2=CC=C(C=C2)C2=NN(C=C2)CC(=O)O (2-[3-(4-Imidazo[1,2-a]pyridin-2-ylphenyl)-1H-1-pyrazolyl]acetic acid), C1=CC=NC(=C1)CNCC2=CC=CC=N2 (2,2′-dipicolylamine), ON1N=NC2=C1C=CC=C2 (1-hydroxybenzotriazole). Run in C(C)N(CC)CC (triethylamine), CN(C=O)C (N,N-dimethylformamide), O (Water). Reaction conditions: time 2 hour. The product is N1=C(C=CC=C1)CN(C(CN1N=C(C=C1)C1=CC=C(C=C1)C=1N=C2N(C=CC=C2)C1)=O)CC1=NC=CC=C1 (N1,N1-Di(2-pyridylmethyl)-2-[3-(4-imidazo[1,2-a]pyridin-2-ylphenyl)-1H-1-pyrazolyl]acetamide). The yield is 72.5%. As a reaction SMILES: [N:1]1[C:2]([C:10]2[CH:15]=[CH:14][C:13]([C:16]3[CH:20]=[CH:19][N:18]([CH2:21][C:22](O)=[O:23])[N:17]=3)=[CH:12][CH:11]=2)=[CH:3][N:4]2[CH:9]=[CH:8][CH:7]=[CH:6][C:5]=12.[CH:25]1[CH:30]=[C:29]([CH2:31][NH:32][CH2:33][C:34]2[N:39]=[CH:38][CH:37]=[CH:36][CH:35]=2)[N:28]=[CH:27][CH:26]=1.ON1C2C=CC=CC=2N=N1.Cl.C(N=C=NCCCN(C)C)C>CN(C)C=O.O.C(N(CC)CC)C>[N:28]1[CH:27]=[CH:26][CH:25]=[CH:30][C:29]=1[CH2:31][N:32]([CH2:33][C:34]1[CH:35]=[CH:36][CH:37]=[CH:38][N:39]=1)[C:22](=[O:23])[CH2:21][N:18]1[CH:19]=[CH:20][C:16]([C:13]2[CH:12]=[CH:11][C:10]([C:2]3[N:1]=[C:5]4[CH:6]=[CH:7][CH:8]=[CH:9][N:4]4[CH:3]=3)=[CH:15][CH:14]=2)=[N:17]1 |f:3.4|. Reported procedure: 2-[3-(4-Imidazo[1,2-a]pyridin-2-ylphenyl)-1H-1-pyrazolyl]acetic acid (51 mg), 2,2′-dipicolylamine (32 mg), and 1-hydroxybenzotriazole (27 mg) were dissolved in N,N-dimethylformamide (1 mL), and triethylamine (56 μL) and 1-ethyl-3-(3-dimethylaminopropyl)carbodiimide hydrochloride (38 mg) were added to the solution, followed by stirring at room temperature for 2 hours. Water was added to the reaction mixture, followed by extraction with chloroform and then drying over magnesium sulfate. The solven... Reported procedure: To a suspension of 2-(4-hydroxy-1,3-thiazol-2-yl)-1-phenylethan-1-one (0.5 g, 2.3 mmol) in acetone (10 mL) at r.t. was added MeI (0.17 mL, 2.7 mmol), followed by K2CO3 (315 mg, 2.3 mmol). After stirring ON at r.t., the solvent was removed and the residue was taken up in Et2O/H2O. The organic layer was dried (MgSO4), filtered, and evaporated to yield o.43 g of the title compound. Reactants: CI (MeI), OC=1N=C(SC1)CC(=O)C1=CC=CC=C1 (2-(4-hydroxy-1,3-thiazol-2-yl)-1-phenylethan-1-one), C(=O)([O-])[O-].[K+].[K+] (K2CO3). Isolated yield 8014.0%. Run in CC(=O)C (acetone). Product: COC=1N=C(SC1)CC(=O)C1=CC=CC=C1 (2-(4-methoxy-1,3-thiazol-2-yl)-1-phenylethanone). Reaction SMILES: [OH:1][C:2]1[N:3]=[C:4]([CH2:7][C:8]([C:10]2[CH:15]=[CH:14][CH:13]=[CH:12][CH:11]=2)=[O:9])[S:5][CH:6]=1.CI.[C:18]([O-])([O-])=O.[K+].[K+]>CC(C)=O>[CH3:18][O:1][C:2]1[N:3]=[C:4]([CH2:7][C:8]([C:10]2[CH:15]=[CH:14][CH:13]=[CH:12][CH:11]=2)=[O:9])[S:5][CH:6]=1 |f:2.3.4|. Reactants: O=C(Nc1c[nH]c2ncc(Br)c(F)c12)c1cccnc1, CCCCO, CN(C(=O)OC(C)(C)C)C1CCCNC1. The product is CN(C(=O)OC(C)(C)C)C1CCCN(c2c(Br)cnc3[nH]cc(NC(=O)c4cccnc4)c23)C1. As a reaction SMILES: [Br:16][c:17]1[c:18]([F:35])[c:19]2[c:20]([n:21][cH:22]1)[nH:23][cH:24][c:25]2[NH:26][C:27]([c:28]1[cH:29][n:30][cH:31][cH:32][cH:33]1)=[O:34].[CH2:36]([OH:37])[CH2:38][CH2:39][CH3:40].[CH3:1][N:2]([C:3]([O:4][C:5]([CH3:6])([CH3:7])[CH3:8])=[O:9])[CH:10]1[CH2:11][NH:12][CH2:13][CH2:14][CH2:15]1>>[CH3:1][N:2]([C:3]([O:4][C:5]([CH3:6])([CH3:7])[CH3:8])=[O:9])[CH:10]1[CH2:11][N:12]([c:18]2[c:17]([Br:16])[cH:22][n:21][c:20]3[c:19]2[c:25]([NH:26][C:27]([c:28]2[cH:29][n:30][cH:31][cH:32][cH:33]2)=[O:34])[cH:24][nH:23]3)[CH2:13][CH2:14][CH2:15]1. The reactants are CCOCc1nc2cnc3ccccc3c2n1NCC(C)C, CO, ClCCl, ClC(Cl)Cl, [NH4+], [OH-], O, O=C(OO)c1cccc(Cl)c1, Cc1ccc(S(=O)(=O)Cl)cc1. Product: CCOCc1nc2c(N)nc3ccccc3c2n1NCC(C)C. As a reaction SMILES: [CH2:1]([CH3:2])[O:3][CH2:4][c:5]1[n:6]([NH:18][CH2:19][CH:20]([CH3:21])[CH3:22])[c:7]2[c:8]([cH:9][n:10][c:11]3[cH:12][cH:13][cH:14][cH:15][c:16]23)[n:17]1.[CH3:51][OH:52].[Cl:47][CH2:48][Cl:49].[Cl:53][CH:54]([Cl:55])[Cl:56].[NH4+:35].[OH-:34].[OH2:50].[OH:23][O:24][C:25]([c:26]1[cH:27][c:28]([Cl:29])[cH:30][cH:31][cH:32]1)=[O:33].[c:36]1([CH3:37])[cH:38][cH:39][c:40]([S:41]([Cl:42])(=[O:43])=[O:44])[cH:45][cH:46]1>>[CH2:1]([CH3:2])[O:3][CH2:4][c:5]1[n:6]([NH:18][CH2:19][CH:20]([CH3:21])[CH3:22])[c:7]2[c:8]([c:9]([NH2:35])[n:10][c:11]3[cH:12][cH:13][cH:14][cH:15][c:16]23)[n:17]1.